From a dataset of the Open Reaction Database (ORD), a public repository of structured organic reaction records. describe an organic reaction: reactants, conditions, products, and yield Starting materials: CN1C(N(C(C=C1C)=O)C)=O (1,3,6-Trimethylpyrimidine-2,4(1H,3H)-dione), intermediate, C(C)(=O)Cl (acetyl chloride). Reagents/catalysts: [Cl-].[Zn+2].[Cl-] (zinc chloride). Run in C1=CC=CC=C1 (benzene). Product: C(C)(=O)C=1C(N(C(N(C1C)C)=O)C)=O (5-Acetyl-1,3,6-trimethylpyrimidine-2,4(1H,3H)-dione). RXN SMILES: [CH3:1][N:2]1[C:7]([CH3:8])=[CH:6][C:5](=[O:9])[N:4]([CH3:10])[C:3]1=[O:11].[C:12](Cl)(=[O:14])[CH3:13]>C1C=CC=CC=1.[Cl-].[Zn+2].[Cl-]>[C:12]([C:6]1[C:5](=[O:9])[N:4]([CH3:10])[C:3](=[O:11])[N:2]([CH3:1])[C:7]=1[CH3:8])(=[O:14])[CH3:13] |f:3.4.5|. Reported procedure: A mixture of Step 1 intermediate (10.0 g, 62.893 mmol), acetyl chloride (4.47 ml, 62.893 mmol) and anhydrous zinc chloride (8.57 g, 62.893 mmol) in dry benzene (150 ml) was refluxed for 48 h. The solvent was completely evaporated under reduced pressure, diluted with water (500 ml) and extracted with chloroform (3×150 ml). The combined organic layers were washed with water (150 ml), dried (Na2SO4) and concentrated. The residue obtained was purified by silica gel column chromatography by using 30%... Procedure: The diguanidinium salts may be prepared by the conventional method of reacting a diamine salt (XH.H2N--R--NH2.HX) with cyanamid (H2N--C≡N, R and X being as hereinabove mentioned). An amine salt or a mixture of amine salts may also be used. The molar ratio between the diamine salt and the cyanamid is at least 1:2. By way of example, 1,6-bisguanidinohexane hydrochloride, having the formula: ##STR2## is prepared from 1,6-diaminohexane and cyanamid by introducing 1 mole of diamine, which has been pr... Run at temperature 80 celsius, time 2 hour. Product: [Cl-].N(C(=N)N)CCCCCCNC(=N)N (1,6-bisguanidinohexane chloride). Reactants: diguanidinium, diamine, diamine, Cl (hydrochloric acid), NCCCCCCN (1,6-diaminohexane), diamine, amine, amine, Cl.N(C(=N)N)CCCCCCNC(=N)N (1,6-bisguanidinohexane hydrochloride). RXN SMILES: [ClH:1].[NH:2]([CH2:6][CH2:7][CH2:8][CH2:9][CH2:10][CH2:11][NH:12][C:13]([NH2:15])=[NH:14])[C:3]([NH2:5])=[NH:4].NCCCCCCN.Cl>>[Cl-:1].[NH:2]([CH2:6][CH2:7][CH2:8][CH2:9][CH2:10][CH2:11][NH:12][C:13]([NH2:15])=[NH:14])[C:3]([NH2:5])=[NH:4] |f:0.1,4.5|. Yields the product COc1ncccc1C(=O)CC(=O)c1ccc([N+](=O)[O-])cc1. As a reaction SMILES: [CH2:19]([O:20][C:21]([Cl:22])=[O:23])[CH3:24].[CH2:49]1[O:50][CH2:51][CH2:52][CH2:53]1.[CH3:12][N:13]1[CH2:14][CH2:15][O:16][CH2:17][CH2:18]1.[CH3:1][O:2][c:3]1[c:4]([C:5](=[O:6])[OH:7])[cH:8][cH:9][cH:10][n:11]1.[CH3:37][Si:38]([N-:39][Si:40]([CH3:41])([CH3:42])[CH3:43])([CH3:44])[CH3:45].[CH3:54][CH2:55][O:56][C:57](=[O:58])[CH3:59].[Cl-:47].[Li+:46].[N+:25](=[O:26])([O-:27])[c:28]1[cH:29][cH:30][c:31]([C:34]([CH3:35])=[O:36])[cH:32][cH:33]1.[NH4+:48].[OH2:60]>>[CH3:1][O:2][c:3]1[c:4]([C:5](=[O:7])[CH2:35][C:34]([c:31]2[cH:30][cH:29][c:28]([N+:25](=[O:26])[O-:27])[cH:33][cH:32]2)=[O:36])[cH:8][cH:9][cH:10][n:11]1. The reactants are CCOC(=O)Cl, C1CCOC1, CN1CCOCC1, COc1ncccc1C(=O)O, C[Si](C)(C)[N-][Si](C)(C)C, CCOC(C)=O, [Cl-], [Li+], CC(=O)c1ccc([N+](=O)[O-])cc1, [NH4+], O.